From a dataset of the Open Reaction Database (ORD), a public repository of structured organic reaction records. describe an organic reaction: reactants, conditions, products, and yield Reactants: CCOC(=O)C(C)(C)c1nc2c(C#N)c(C)c(-c3ccccc3)c(F)c2o1, C[Al](C)C, CCOC(C)=O, CCCCCC, [Cl-], [NH4+], [Na+], [OH-], c1ccccc1. Product: Cc1c(-c2ccccc2)c(F)c2oc(C(C)(C)C(N)=O)nc2c1C#N. As a reaction SMILES: [C:7](#[N:8])[c:9]1[c:10]([CH3:33])[c:11](-[c:27]2[cH:28][cH:29][cH:30][cH:31][cH:32]2)[c:12]([F:26])[c:13]2[c:14]1[n:15][c:16]([C:18]([C:19]([O:21][CH2:20][CH3:22])=[O:23])([CH3:24])[CH3:25])[o:17]2.[CH3:3][Al:4]([CH3:5])[CH3:6].[CH3:42][CH2:43][O:44][C:45](=[O:46])[CH3:47].[CH3:48][CH2:49][CH2:50][CH2:51][CH2:52][CH3:53].[Cl-:1].[NH4+:2].[Na+:35].[OH-:34].[cH:36]1[cH:37][cH:38][cH:39][cH:40][cH:41]1>>[NH2:2][C:19]([C:18]([c:16]1[n:15][c:14]2[c:9]([C:7]#[N:8])[c:10]([CH3:33])[c:11](-[c:27]3[cH:28][cH:29][cH:30][cH:31][cH:32]3)[c:12]([F:26])[c:13]2[o:17]1)([CH3:24])[CH3:25])=[O:21]. The reactants are C(C)(=O)C1=C(OC2=C1C=CC=C2)C2=CC=C(C1=CC=CC=C21)OC (3-acetyl-2-(4-methoxynaphthyl)benzofuran), Cl.N1=CC=CC=C1 (pyridine hydrochloride), ice. Yields the product C(C)(=O)C1=C(OC2=C1C=CC=C2)C2=CC=C(C1=CC=CC=C21)O (3-acetyl-2-(4-hydroxynaphthyl)benzofuran). Reaction SMILES: [C:1]([C:4]1[C:8]2[CH:9]=[CH:10][CH:11]=[CH:12][C:7]=2[O:6][C:5]=1[C:13]1[C:22]2[C:17](=[CH:18][CH:19]=[CH:20][CH:21]=2)[C:16]([O:23]C)=[CH:15][CH:14]=1)(=[O:3])[CH3:2].Cl.N1C=CC=CC=1>>[C:1]([C:4]1[C:8]2[CH:9]=[CH:10][CH:11]=[CH:12][C:7]=2[O:6][C:5]=1[C:13]1[C:22]2[C:17](=[CH:18][CH:19]=[CH:20][CH:21]=2)[C:16]([OH:23])=[CH:15][CH:14]=1)(=[O:3])[CH3:2] |f:1.2|. Procedure: A mixture of 13.8 g. (0.044 mol.) of 3-acetyl-2-(4-methoxynaphthyl)benzofuran and 100 g. of pyridine hydrochloride was heated at 185° for 4.5 hours. The hot reaction mixture was poured into an ice-dilute hydrochloric acid mixture and the aqueous solution was extracted with ether. The extract was dried (MgSO4) and evaporated to give 3-acetyl-2-(4-hydroxynaphthyl)benzofuran, m.p. 212°-216°. The reactants are [OH-].[Na+] (sodium hydroxide), [I-].IC=1C=C(C2=C(SC(O2)=[N+](C)C)C1)I (N-(5,7-diiodo-1,3-benzoxathiol-2-ylidene)-N-methylmethanaminium iodide). The solvent is CO (methanol). Yields the product IC1=C(C(=CC(=C1)I)S)O (2,4-diiodo-6-mercaptophenol). Isolated yield 69.4%. RXN SMILES: [I-].[I:2][C:3]1[CH:4]=[C:5]([I:15])[C:6]2[O:10]C(=[N+](C)C)[S:8][C:7]=2[CH:14]=1.[OH-].[Na+]>CO>[I:15][C:5]1[CH:4]=[C:3]([I:2])[CH:14]=[C:7]([SH:8])[C:6]=1[OH:10] |f:0.1,2.3|. Procedure details: An amount of 13 g (23.3 m mol) of N-(5,7-diiodo-1,3-benzoxathiol-2-ylidene)-N-methylmethanaminium iodide was heated at reflux for 4 hours in a mixture of 200 ml of methanol and 50 ml of aqueous 10 percent sodium hydroxide. The reaction mixture was filtered, added to 400 ml of water and acidified with hydrochloric acid. The mixture was extracted with methylene chloride. After drying over anhydrous sodium sulfate, the methylene chloride extract was condensed in vacuo to give 6.1 g (69.4 percent yi... Reactants: ClCCl, COc1ccc(CN(Cc2cn(-c3ccc(N4CCOCC4=O)cc3)nc2-c2ccccc2)C(=O)c2ccc(Cl)s2)c(OC)c1, O=C(O)C(F)(F)F. Yields the product O=C(NCc1cn(-c2ccc(N3CCOCC3=O)cc2)nc1-c1ccccc1)c1ccc(Cl)s1. As a reaction SMILES: [Cl:53][CH2:54][Cl:55].[Cl:8][c:9]1[cH:10][cH:11][c:12]([C:14](=[O:15])[N:16]([CH2:17][c:18]2[c:19](-[c:36]3[cH:37][cH:38][cH:39][cH:40][cH:41]3)[n:20][n:21](-[c:23]3[cH:24][cH:25][c:26]([N:29]4[C:30](=[O:35])[CH2:31][O:32][CH2:33][CH2:34]4)[cH:27][cH:28]3)[cH:22]2)[CH2:42][c:43]2[cH:44][cH:45][c:46]([O:47][CH3:48])[cH:49][c:50]2[O:51][CH3:52])[s:13]1.[OH:1][C:2]([C:3]([F:4])([F:5])[F:6])=[O:7]>>[Cl:8][c:9]1[cH:10][cH:11][c:12]([C:14](=[O:15])[NH:16][CH2:17][c:18]2[c:19](-[c:36]3[cH:37][cH:38][cH:39][cH:40][cH:41]3)[n:20][n:21](-[c:23]3[cH:24][cH:25][c:26]([N:29]4[C:30](=[O:35])[CH2:31][O:32][CH2:33][CH2:34]4)[cH:27][cH:28]3)[cH:22]2)[s:13]1.